From a dataset of the Open Reaction Database (ORD), a public repository of structured organic reaction records. describe an organic reaction: reactants, conditions, products, and yield The reactants are C1COCCN1, CC(c1ccc(C2COc3ccccc3O2)cc1)N1CCCC1. Product: CC(c1ccc(C2COc3ccccc3O2)cc1)N1CCOCC1. Reaction SMILES: [CH2:1]1[CH2:2][O:3][CH2:4][CH2:5][NH:6]1.[O:7]1[CH:8]([c:17]2[cH:18][cH:19][c:20]([CH:23]([CH3:24])[N:25]3[CH2:26][CH2:27][CH2:28][CH2:29]3)[cH:21][cH:22]2)[CH2:9][O:10][c:11]2[c:12]1[cH:13][cH:14][cH:15][cH:16]2>>[CH2:1]1[CH2:2][O:3][CH2:4][CH2:5][N:6]1[CH:23]([c:20]1[cH:19][cH:18][c:17]([CH:8]2[O:7][c:12]3[c:11]([cH:16][cH:15][cH:14][cH:13]3)[O:10][CH2:9]2)[cH:22][cH:21]1)[CH3:24]. Starting materials: [OH-].[Na+] (sodium hydroxide), NC1=C(C=C(C(=O)C2=C(C(=C3C=CC=CN23)C(=O)OCC)C)C=C1)OC (ethyl 3-(4-amino-3-methoxybenzoyl)-2-methyl-1-indolizinecarboxylate). Solvent: O1CCOCC1 (dioxane). The product is NC1=C(C=C(C(=O)C2=C(C(=C3C=CC=CN23)C(=O)O)C)C=C1)OC (3-(4-Amino-3-methoxybenzoyl)-2-methylindolizin-1-ylcarboxylic acid). Reaction SMILES: [OH-].[Na+].[NH2:3][C:4]1[CH:26]=[CH:25][C:7]([C:8]([C:10]2[N:18]3[C:13]([CH:14]=[CH:15][CH:16]=[CH:17]3)=[C:12]([C:19]([O:21]CC)=[O:20])[C:11]=2[CH3:24])=[O:9])=[CH:6][C:5]=1[O:27][CH3:28]>O1CCOCC1>[NH2:3][C:4]1[CH:26]=[CH:25][C:7]([C:8]([C:10]2[N:18]3[C:13]([CH:14]=[CH:15][CH:16]=[CH:17]3)=[C:12]([C:19]([OH:21])=[O:20])[C:11]=2[CH3:24])=[O:9])=[CH:6][C:5]=1[O:27][CH3:28] |f:0.1|. Procedure: 30 ml of 2 N sodium hydroxide are added to 2.1 g (5.96 mmol) of ethyl 3-(4-amino-3-methoxybenzoyl)-2-methyl-1-indolizinecarboxylate in solution in 30 ml of dioxane, and the medium is heated under reflux for 20 hours. The reaction medium is concentrated under reduced pressure. The reactants are CCN=C=NCCCN(C)C, COc1ncccc1CN1CCCCC1CC(=O)O, Cl, NCc1ccccc1, CN(C)C=O, O, On1nnc2ccccc21. Yields the product COc1ncccc1CN1CCCCC1CC(=O)NCc1ccccc1. RXN SMILES: [CH2:29]([N:30]=[C:31]=[N:32][CH2:33][CH2:34][CH2:35][N:36]([CH3:37])[CH3:38])[CH3:39].[CH3:1][O:2][c:3]1[n:4][cH:5][cH:6][cH:7][c:8]1[CH2:9][N:10]1[CH:11]([CH2:16][C:17](=[O:18])[OH:19])[CH2:12][CH2:13][CH2:14][CH2:15]1.[ClH:28].[NH2:20][CH2:21][c:22]1[cH:23][cH:24][cH:25][cH:26][cH:27]1.[O:50]=[CH:51][N:52]([CH3:53])[CH3:54].[OH2:55].[OH:40][n:41]1[c:42]2[c:43]([cH:44][cH:45][cH:46][cH:47]2)[n:48][n:49]1>>[CH3:1][O:2][c:3]1[n:4][cH:5][cH:6][cH:7][c:8]1[CH2:9][N:10]1[CH:11]([CH2:16][C:17](=[O:19])[NH:20][CH2:21][c:22]2[cH:23][cH:24][cH:25][cH:26][cH:27]2)[CH2:12][CH2:13][CH2:14][CH2:15]1.